From a dataset of the Open Reaction Database (ORD), a public repository of structured organic reaction records. describe an organic reaction: reactants, conditions, products, and yield The reactants are Fc1ccc(Br)cc1, CCOCC, N#Cc1ccccc1N. Product: Nc1ccccc1C(=O)c1ccc(F)cc1. As a reaction SMILES: [Br:1][c:2]1[cH:3][cH:4][c:5]([F:8])[cH:6][cH:7]1.[CH3:18][CH2:19][O:20][CH2:21][CH3:22].[NH2:9][c:10]1[c:11]([C:12]#[N:13])[cH:14][cH:15][cH:16][cH:17]1>>[c:2]1([C:12]([c:11]2[c:10]([NH2:9])[cH:17][cH:16][cH:15][cH:14]2)=[O:20])[cH:3][cH:4][c:5]([F:8])[cH:6][cH:7]1. The reactants are CN1CCC2(CC1)S[C@H]1N(C2C(=O)OCC2=CC=CC=C2)C(C1NC(C1=CC=CC=C1)(C1=CC=CC=C1)C1=CC=CC=C1)=O (benzyl 1'-methyl-6-tritylamino-spiro-[pename-2,4'-piperidine]-3-carboxylate), C1(=CC=C(C=C1)S(=O)(=O)O)C (p-toluene-sulfonic acid). Run in CC(=O)C (acetone). Yields the product C1(=CC=C(C=C1)S(=O)(=O)O)C.C1(=CC=C(C=C1)S(=O)(=O)O)C.NC1[C@@H]2N(C(C3(CCN(CC3)C)S2)C(=O)OCC2=CC=CC=C2)C1=O (benzyl 6-amino-1'-methyl-spiro[penam-2,4'-piperidine]-3-carboxylate di-p-toluenesulfonate). The yield is 80.2%. RXN SMILES: [CH3:1][N:2]1[CH2:7][CH2:6][C:5]2([CH:11]([C:12]([O:14][CH2:15][C:16]3[CH:21]=[CH:20][CH:19]=[CH:18][CH:17]=3)=[O:13])[N:10]3[C:22](=[O:44])[CH:23]([NH:24]C(C4C=CC=CC=4)(C4C=CC=CC=4)C4C=CC=CC=4)[C@H:9]3[S:8]2)[CH2:4][CH2:3]1.[C:45]1([CH3:55])[CH:50]=[CH:49][C:48]([S:51]([OH:54])(=[O:53])=[O:52])=[CH:47][CH:46]=1>CC(C)=O>[C:45]1([CH3:55])[CH:46]=[CH:47][C:48]([S:51]([OH:54])(=[O:52])=[O:53])=[CH:49][CH:50]=1.[C:45]1([CH3:55])[CH:46]=[CH:47][C:48]([S:51]([OH:54])(=[O:52])=[O:53])=[CH:49][CH:50]=1.[NH2:24][CH:23]1[C:22](=[O:44])[N:10]2[CH:11]([C:12]([O:14][CH2:15][C:16]3[CH:21]=[CH:20][CH:19]=[CH:18][CH:17]=3)=[O:13])[C:5]3([S:8][C@H:9]12)[CH2:6][CH2:7][N:2]([CH3:1])[CH2:3][CH2:4]3 |f:3.4.5|. Reported procedure: A mixture of 16 g (0.0266 mole) of benzyl 1'-methyl-6-tritylamino-spiro-[pename-2,4'-piperidine]-3-carboxylate (obtained in 7.1) and of 10.12 g (0.053 mole) of p-toluene-sulfonic acid is stirred for four hours at ambient temperature in 160 ml of acetone. After filtration and drying, 15 g (79.9% yield) of benzyl 6-amino-1'-methyl-spiro[penam-2,4'-piperidine]-3-carboxylate di-p-toluenesulfonate are obtained; M.P. 182°-183° C. Starting materials: COc1cc(N)ccc1N1CCN(C)CC1, CCOC(C)=O, CC(C)O, O=C(O)C(F)(F)F, COc1ccc(N(C(=O)OCc2cccnc2)c2ccnc(Cl)n2)c(OC)c1. Yields the product COc1ccc(N(C(=O)OCc2cccnc2)c2ccnc(Nc3ccc(N4CCN(C)CC4)c(OC)c3)n2)c(OC)c1. RXN SMILES: [CH3:29][O:30][c:31]1[cH:32][c:33]([NH2:34])[cH:35][cH:36][c:37]1[N:38]1[CH2:39][CH2:40][N:41]([CH3:44])[CH2:42][CH2:43]1.[CH3:56][CH2:57][O:58][C:59](=[O:60])[CH3:61].[CH:45]([OH:46])([CH3:47])[CH3:48].[OH:49][C:50]([C:51]([F:52])([F:53])[F:54])=[O:55].[n:1]1[cH:2][c:3]([CH2:7][O:8][C:9]([N:10]([c:11]2[c:12]([O:19][CH3:20])[cH:13][c:14]([O:17][CH3:18])[cH:15][cH:16]2)[c:21]2[n:22][c:23]([Cl:27])[n:24][cH:25][cH:26]2)=[O:28])[cH:4][cH:5][cH:6]1>>[n:1]1[cH:2][c:3]([CH2:7][O:8][C:9]([N:10]([c:11]2[c:12]([O:19][CH3:20])[cH:13][c:14]([O:17][CH3:18])[cH:15][cH:16]2)[c:21]2[n:22][c:23]([NH:34][c:33]3[cH:32][c:31]([O:30][CH3:29])[c:37]([N:38]4[CH2:39][CH2:40][N:41]([CH3:44])[CH2:42][CH2:43]4)[cH:36][cH:35]3)[n:24][cH:25][cH:26]2)=[O:28])[cH:4][cH:5][cH:6]1. Reactants: 3(R)-N-methyl-3-[5-(1,2,4-triazol-4-yl)-1H-indol-3-yl]pyrrolidine, CN(C)CCC1=CNC2=CC=C(C=C12)N1C=NN=C1 (N,N-dimethyl-2-[5-(1,2,4-triazol-4-yl)-1H-indol-3-yl]ethylamine), 3(S)-N-methyl-3-[5-(1,2,4-triazol-4-yl)-1H-indol-3-yl-]pyrrolidine, CN1CCC(CC1)C1=CNC2=CC=C(C=C12)N1C=NN=C1 (N-methyl-4-[5-(1,2,4-triazol-4-yl)-1H-indol-3-yl]piperidine). The product is CN1CC(CC1)C1=CNC2=CC=C(C=C12)N1C=NN=C1 ((±)-N-methyl-3-[5-(1,2,4-triazol-4-yl)-1H-indol-3-yl]pyrrolidine). Reaction SMILES: C[N:2]1[CH2:7][CH2:6][CH:5]([C:8]2[C:16]3[C:11](=[CH:12][CH:13]=[C:14]([N:17]4[CH:21]=[N:20][N:19]=[CH:18]4)[CH:15]=3)[NH:10][CH:9]=2)[CH2:4][CH2:3]1.CN(CCC1C2C(=CC=C(N3C=NN=C3)C=2)NC=1)C>>[CH3:7][N:2]1[CH2:3][CH2:4][CH:5]([C:8]2[C:16]3[C:11](=[CH:12][CH:13]=[C:14]([N:17]4[CH:21]=[N:20][N:19]=[CH:18]4)[CH:15]=3)[NH:10][CH:9]=2)[CH2:6]1. Reported procedure: 3(R)-N-methyl-3-[5-(1,2,4-triazol-4-yl)-1H-indol-3-yl]pyrrolidine of formula IA: ##STR3## 3(S)-N-methyl-3-[5-(1,2,4-triazol-4-yl)-1H-indol-3-yl-]pyrrolidine of formula IB: ##STR4## N-methyl-4-[5-(1,2,4-triazol-4-yl)-1H-indol-3-yl]piperidine of formula IC: ##STR5## N,N-dimethyl-2-[5-(1,2,4-triazol-4-yl)-1H-indol-3-yl]ethylamine of formula ID: ##STR6## and salts and prodrugs thereof. The reactants are esters, CC1(CC2(CC2)CCN1CC1=CC=C(C=C1)C(F)(F)F)C(=O)N[C@@H](C)C1=CC=C(C(=O)OC)C=C1 (methyl 4-((1S)-1-(5-methyl-6-(4-(trifluoromethyl)benzyl)-6-azaspiro[2.5]octane-5-carboxamido)ethyl)benzoate), O[Li].O (LiOH H2O). Product: CC1(CC2(CC2)CCN1CC1=CC=C(C=C1)C(F)(F)F)C(=O)N[C@@H](C)C1=CC=C(C(=O)O)C=C1 (4-((1S)-1-(5-methyl-6-(4-(trifluoromethyl)benzyl)-6-azaspiro[2.5]octane-5-carboxamido)ethyl)benzoic acid). Isolated yield 24.4%. Reaction SMILES: [CH3:1][C:2]1([C:21]([NH:23][C@H:24]([C:26]2[CH:35]=[CH:34][C:29]([C:30]([O:32]C)=[O:31])=[CH:28][CH:27]=2)[CH3:25])=[O:22])[N:9]([CH2:10][C:11]2[CH:16]=[CH:15][C:14]([C:17]([F:20])([F:19])[F:18])=[CH:13][CH:12]=2)[CH2:8][CH2:7][C:4]2([CH2:6][CH2:5]2)[CH2:3]1.O[Li].O>>[CH3:1][C:2]1([C:21]([NH:23][C@H:24]([C:26]2[CH:27]=[CH:28][C:29]([C:30]([OH:32])=[O:31])=[CH:34][CH:35]=2)[CH3:25])=[O:22])[N:9]([CH2:10][C:11]2[CH:12]=[CH:13][C:14]([C:17]([F:20])([F:18])[F:19])=[CH:15][CH:16]=2)[CH2:8][CH2:7][C:4]2([CH2:6][CH2:5]2)[CH2:3]1 |f:1.2|. Procedure: The title compound (E11) (4.5 mg) was prepared according to the general procedure for esters hydrolysis (Method B) starting from methyl 4-((1S)-1-(5-methyl-6-(4-(trifluoromethyl)benzyl)-6-azaspiro[2.5]octane-5-carboxamido)ethyl)benzoate (D130) (19 mg). (LiOH H2O: 4 eq; reaction time: 18 hrs) The reactants are ClC1=C(C=C(C(=O)OC)C=C1)NN (Methyl 4-Chloro-3-hydrazinobenzoate), C(Cl)Cl (CH2Cl2), CO (MeOH). Yields the product C(CCC)C=1NC(N(N1)C1=C(C=CC(=C1)C(=O)OC)Cl)=O (5n-Butyl-2-[2-chloro-5-(methoxycarbonyl)phenyl]-2,4-dihydro-3H-1,2,4-triazol-3-one). Yield: 37.0%. Reaction SMILES: [Cl:1][C:2]1[CH:11]=[CH:10][C:5]([C:6]([O:8][CH3:9])=[O:7])=[CH:4][C:3]=1[NH:12][NH2:13].C(Cl)Cl.[CH3:17][OH:18]>>[CH2:2]([C:3]1[NH:12][C:17](=[O:18])[N:12]([C:3]2[CH:4]=[C:5]([C:6]([O:8][CH3:9])=[O:7])[CH:10]=[CH:11][C:2]=2[Cl:1])[N:13]=1)[CH2:11][CH2:10][CH3:5]. Procedure details: By the procedure of Example 3, Step C, the title compound was prepared from methyl 4-chloro-3-hydrazinobenzoate (from Step B) in 37% yield as an orange gum (TLC in 95:5 CH2Cl2 --MeOH), mass spectrum (FAB) m/e 310 (M+1)+. The reactants are BrC=1C=C2C=3CCCC(C3NC2=CC1)N (6-bromo-2,3,4,9-tetrahydro-1H-carbazol-1-amine), C(C=1C(=CC=CC1)OC)(=O)Cl (o-anisoyl chloride). Yields the product BrC=1C=C2C=3CCCC(C3NC2=CC1)NC(C1=C(C=CC=C1)OC)=O (N-(6-Bromo-2,3,4,9-tetrahydro-1H-carbazol-1-yl)-2-methoxybenzamide), solid. Isolated yield 67.0%. Reaction SMILES: [Br:1][C:2]1[CH:3]=[C:4]2[C:12](=[CH:13][CH:14]=1)[NH:11][C:10]1[CH:9]([NH2:15])[CH2:8][CH2:7][CH2:6][C:5]2=1.[C:16](Cl)(=[O:25])[C:17]1[C:18]([O:23][CH3:24])=[CH:19][CH:20]=[CH:21][CH:22]=1>>[Br:1][C:2]1[CH:3]=[C:4]2[C:12](=[CH:13][CH:14]=1)[NH:11][C:10]1[CH:9]([NH:15][C:16](=[O:25])[C:17]3[CH:22]=[CH:21][CH:20]=[CH:19][C:18]=3[O:23][CH3:24])[CH2:8][CH2:7][CH2:6][C:5]2=1. Procedure details: N-(6-Bromo-2,3,4,9-tetrahydro-1H-carbazol-1-yl)-2-methoxybenzamide was prepared from 6-bromo-2,3,4,9-tetrahydro-1H-carbazol-1-amine and o-anisoyl chloride in a similar manner as described above to give a pale orange solid (67% yield). 1H-NMR (CDCl3): δ 9.06 (s, 1H), 8.31 (d, 1H), 8.25 (dd, 1H), 7.60 (d, 1H), 7.46 (m, 1H), 7.20 (dd, 1H), 7.17 (dd, 1H), 7.10 (m, 1H), 6.96 (d, 1H), 5.31 (m, 1H), 3.91 (s, 3H), 2.72 (m, 2H), 2.31 (m, 1H), 1.98 (m, 3H); MS m/z 399 (M−1).